This data is from the Open Reaction Database (ORD), a public repository of structured organic reaction records. The task is: describe an organic reaction: reactants, conditions, products, and yield The reagents and catalysts are [Zn] (zinc). Product: COC=1C=C2CC(N(C2=CC1)CC(=O)OC)=O (methyl 2-(5-methoxy-2-oxoindolin-1-yl)acetate). The reactants are ClC1(C(N(C2=CC=C(C=C12)OC)CC(=O)OC)=O)Cl (methyl 2-(3,3-dichloro-5-methoxy-2-oxoindolin-1-yl)acetate). Procedure: To a solution of methyl 2-(3,3-dichloro-5-methoxy-2-oxoindolin-1-yl)acetate (1.3 g, 4.27 mmol) in acetic acid (30 ml), zinc powder (1.118 g, 17.10 mmol) was added, and the mixture was reacted at room temperature for 15 minutes; then the insoluble inorganics were filtered off and washed with MeOH. The crude title compound was obtained after evaporation under reduced pressure and used in the next step without further purification (760 mg, 3.23 mmol, 76% yield). MS/ESI+ 236.0 [MH]+. RXN SMILES: Cl[C:2]1(Cl)[C:10]2[C:5](=[CH:6][CH:7]=[C:8]([O:11][CH3:12])[CH:9]=2)[N:4]([CH2:13][C:14]([O:16][CH3:17])=[O:15])[C:3]1=[O:18]>C(O)(=O)C.[Zn]>[CH3:12][O:11][C:8]1[CH:9]=[C:10]2[C:5](=[CH:6][CH:7]=1)[N:4]([CH2:13][C:14]([O:16][CH3:17])=[O:15])[C:3](=[O:18])[CH2:2]2. Yield: 76.0%. Run in C(C)(=O)O (acetic acid). The reactants are [H-].[Na+] (NaH), FC1=CC=C(C=C1)O (para-fluorophenol), BrCCCCCCCCCCCC(=O)O (12-bromododecanoic acid). The solvent is CN(C=O)C (dimethylformamide). Product: FC1=CC=C(OCCCCCCCCCCCC(=O)O)C=C1 (12-para-fluorophenoxydodecanoic acid). The yield is 106.4%. Reaction SMILES: [F:1][C:2]1[CH:7]=[CH:6][C:5]([OH:8])=[CH:4][CH:3]=1.[H-].[Na+].Br[CH2:12][CH2:13][CH2:14][CH2:15][CH2:16][CH2:17][CH2:18][CH2:19][CH2:20][CH2:21][CH2:22][C:23]([OH:25])=[O:24]>CN(C)C=O>[F:1][C:2]1[CH:7]=[CH:6][C:5]([O:8][CH2:12][CH2:13][CH2:14][CH2:15][CH2:16][CH2:17][CH2:18][CH2:19][CH2:20][CH2:21][CH2:22][C:23]([OH:25])=[O:24])=[CH:4][CH:3]=1 |f:1.2|. Reported procedure: 12-Bromododecanoic acid (1 g) was stirred in 10% hydrochloric acid-methanol for 4 hours. The mixture was then concentrated and distributed into chloroform and water, and the chloroform layer was dried with anhydrous sodium sulfate to give the methyl ester of 12-bromoundecanoic acid (1.01 g). To para-fluorophenol (0.38 g) dissolved in dimethylformamide (DMF) was added 60% NaH (0.40 g), and the mixture was stirred. To this mixture was added 12-bromododecanoic acid (1 g), and the mixture was stirre... Starting materials: Z12, 3-chloro-8-methoxy-6H-benzo[b]naphtho[2,3-d]furan-11-one, OC=1C=CC2=C(C(C=3NC4=CC(=CC=C4C3C2=O)C#N)(C)C)C1 (8-Hydroxy-6,6-dimethyl-11-oxo-6,11-dihydro-5H-benzo[b]carbazole-3-carbonitrile), COC1=CC=C2CCC(C(C2=C1)(C)C)=O (7-Methoxy-1,1-dimethyl-3,4-dihydro-1H-naphthalen-2-one), BrC1=C(C=C(C=C1)Cl)O (2-bromo-5-chlorophenol). Yields the product ClC=1C=CC2=C(OC3=C2C(C2=CC=C(C=C2C3)O)=O)C1 (3-chloro-8-hydroxy-6H-benzo[b]naphtho[2,3-d]furan-11-one). As a reaction SMILES: COC1C=C2C(CCC(=O)C2(C)C)=CC=1.Br[C:17]1[CH:22]=[CH:21][C:20]([Cl:23])=[CH:19][C:18]=1[OH:24].[OH:25][C:26]1[CH:27]=[CH:28][C:29]2[C:41](=[O:42])[C:40]3C4C(=CC(C#N)=CC=4)N[C:32]=3[C:31](C)(C)[C:30]=2[CH:47]=1>>[Cl:23][C:20]1[CH:21]=[CH:22][C:17]2[C:40]3[C:41](=[O:42])[C:29]4[C:30]([CH2:31][C:32]=3[O:24][C:18]=2[CH:19]=1)=[CH:47][C:26]([OH:25])=[CH:27][CH:28]=4. Reported procedure: The compounds described in the following Table 43 were synthesized according to the method shown below. According to the method used for the preparation of Compound Z10, Z11 and Z12, 3-chloro-8-methoxy-6H-benzo[b]naphtho[2,3-d]furan-11-one was prepared from Compound A2 and 2-bromo-5-chlorophenol. Subsequently, demethylation was carried out according to the method that is used for the preparation of Compound A6, and thus 3-chloro-8-hydroxy-6H-benzo[b]naphtho[2,3-d]furan-11-one was obtained. There... Starting materials: N1(N=NC=C1)C1CNCCC1 (3-(1,2,3-triazol-1-yl)piperidine), C1(CC1)N1C=C(C(C2=CC(=C(N=C12)Cl)F)=O)C(=O)OCC (ethyl 1-cyclopropyl-6-fluoro-7-chloro-1,4-dihydro-4-oxo-1,8-naphthyridine-3-carboxylate). The solvent is C(C)#N (acetonitrile), N1=CC=CC=C1 (pyridine). Conditions: temperature 100 celsius. Product: C1(CC1)N1C=C(C(C2=CC(=C(N=C12)N1CC(CCC1)N1N=NC=C1)F)=O)C(=O)OCC (Ethyl 1-cyclopropyl-6-fluoro-7-[3-(1,2,3-triazol-1-yl]piperidin-1-yl]-1,4-dihydro-4-oxo-1,8-naphthyridine-3-carboxylate). As a reaction SMILES: [N:1]1([CH:6]2[CH2:11][CH2:10][CH2:9][NH:8][CH2:7]2)[CH:5]=[CH:4][N:3]=[N:2]1.[CH:12]1([N:15]2[C:24]3[C:19](=[CH:20][C:21]([F:26])=[C:22](Cl)[N:23]=3)[C:18](=[O:27])[C:17]([C:28]([O:30][CH2:31][CH3:32])=[O:29])=[CH:16]2)[CH2:14][CH2:13]1>C(#N)C.N1C=CC=CC=1>[CH:12]1([N:15]2[C:24]3[C:19](=[CH:20][C:21]([F:26])=[C:22]([N:8]4[CH2:9][CH2:10][CH2:11][CH:6]([N:1]5[CH:5]=[CH:4][N:3]=[N:2]5)[CH2:7]4)[N:23]=3)[C:18](=[O:27])[C:17]([C:28]([O:30][CH2:31][CH3:32])=[O:29])=[CH:16]2)[CH2:13][CH2:14]1. Reported procedure: 3-(1,2,3-triazol-1-yl)piperidine (150 mg, 0.96 mmol) was added to a solution of ethyl 1-cyclopropyl-6-fluoro-7-chloro-1,4-dihydro-4-oxo-1,8-naphthyridine-3-carboxylate (150 mg, 0.48 mmol) in a mixture of acetonitrile (10 ml) and pyridine (3 ml). The reaction mixture was heated at 100° C. for 6 hrs and then concentrated to dryness. The residue was diluted with water and thus solid separated was filtered, washed thoroughly with water and dried. Yield 90 mg, m.p. 205°-206° C.; 1H NMR (CDCl3) δ: 8.5... The solvent is C1(=CC=CC=C1)C (toluene). Starting materials: CNC (Dimethylamine), BrC1=CC=C(C=C1)N1C(=NC2=CC=CC=C2C1=O)C=1C=C2C=CN(C2=CC1)C(=O)OC(C)(C)C (tert-butyl 5-(3-(4-bromophenyl)-4-oxo-3,4-dihydroquinazolin-2-yl)-1H-indole-1-carboxylate), (t-Bu)3PHBF4. Procedure: Dimethylamine (0.3 mL, 0.58 mmol) was added to a solution of tert-butyl 5-(3-(4-bromophenyl)-4-oxo-3,4-dihydroquinazolin-2-yl)-1H-indole-1-carboxylate (0.200 g, 0.38 mmol), NatOBu (0.112 g, 1.20 mmol), Pd(OAc)2 (0.013 g, 0.06 mmol) and (t-Bu)3PHBF4 (0.034 g, 0.12 mmol) were added to toluene (5 mL). The mixture was microwaved at 300 W (max. power) and 90° C. for 30 min, before the mixture was concentrated in vacuo. Purification by flash chromatography on silica gel, eluting with 20% to 60% EtOAc ... Reagents/catalysts: CC(=O)[O-].CC(=O)[O-].[Pd+2] (Pd(OAc)2). Reaction SMILES: [CH3:1][NH:2][CH3:3].Br[C:5]1[CH:10]=[CH:9][C:8]([N:11]2[C:20](=[O:21])[C:19]3[C:14](=[CH:15][CH:16]=[CH:17][CH:18]=3)[N:13]=[C:12]2[C:22]2[CH:23]=[C:24]3[C:28](=[CH:29][CH:30]=2)[N:27](C(OC(C)(C)C)=O)[CH:26]=[CH:25]3)=[CH:7][CH:6]=1>CC([O-])=O.CC([O-])=O.[Pd+2].C1(C)C=CC=CC=1>[CH3:1][N:2]([CH3:3])[C:5]1[CH:6]=[CH:7][C:8]([N:11]2[C:20](=[O:21])[C:19]3[C:14](=[CH:15][CH:16]=[CH:17][CH:18]=3)[N:13]=[C:12]2[C:22]2[CH:23]=[C:24]3[C:28](=[CH:29][CH:30]=2)[NH:27][CH:26]=[CH:25]3)=[CH:9][CH:10]=1 |f:2.3.4|. Yields the product CN(C1=CC=C(C=C1)N1C(=NC2=CC=CC=C2C1=O)C=1C=C2C=CNC2=CC1)C (3-(4-(dimethylamino)phenyl)-2-(1H-indol-5-yl)quinazolin-4(3H)-one). The yield is 33.2%.